This data is from the Open Reaction Database (ORD), a public repository of structured organic reaction records. The task is: describe an organic reaction: reactants, conditions, products, and yield Reactants: COCCO, [H-], [Na+], N#Cc1c(OCC(F)(F)F)nc(OCCCOc2ccccc2)nc1N1CCc2ccccc2CC1, C1CCOC1. Product: COCCOc1nc(OCC(F)(F)F)c(C#N)c(N2CCc3ccccc3CC2)n1. RXN SMILES: [CH3:37][O:38][CH2:39][CH2:40][OH:41].[H-:42].[Na+:43].[O:1]([CH2:2][CH2:3][CH2:4][O:11][c:12]1[n:13][c:14]([O:31][CH2:32][C:33]([F:34])([F:35])[F:36])[c:15]([C:29]#[N:30])[c:16]([N:18]2[CH2:19][CH2:20][c:21]3[c:22]([cH:25][cH:26][cH:27][cH:28]3)[CH2:23][CH2:24]2)[n:17]1)[c:5]1[cH:6][cH:7][cH:8][cH:9][cH:10]1.[O:44]1[CH2:45][CH2:46][CH2:47][CH2:48]1>>[O:11]([c:12]1[n:13][c:14]([O:31][CH2:32][C:33]([F:34])([F:35])[F:36])[c:15]([C:29]#[N:30])[c:16]([N:18]2[CH2:19][CH2:20][c:21]3[c:22]([cH:25][cH:26][cH:27][cH:28]3)[CH2:23][CH2:24]2)[n:17]1)[CH2:40][CH2:39][O:38][CH3:37]. The product is OCc1cc2cnccc2o1. As a reaction SMILES: [BH4-:1].[CH3:14][OH:15].[Na+:2].[o:3]1[c:4]([CH:12]=[O:13])[cH:5][c:6]2[cH:7][n:8][cH:9][cH:10][c:11]12>>[o:3]1[c:4]([CH2:12][OH:13])[cH:5][c:6]2[cH:7][n:8][cH:9][cH:10][c:11]12. Starting materials: [BH4-], CO, [Na+], O=Cc1cc2cnccc2o1. The reactants are N1N=CC=C1C1=CC=C(C=C1)N1CCNCC1 (1-(4-1H-pyrazol-5-ylphenyl)-piperazine), CC1(OC=2C(C1)C(C(=C(C2C)C)[N+](=O)[O-])C)C(=O)O (2,4,6,7-tetramethyl-5-nitrodihydrobenzofuran-2-carboxylic acid), Cl.CN(CCCN=C=NCC)C (1-(3-dimethylaminopropyl)-3-ethylcarbodiimide hydrochloride), Cl.ON1N=NC2=C1C=CC=C2 (1-hydroxybenzotriazole hydrochloride). Solvent: C(C)N(CC)CC (triethylamine), O (water). Run at time 24 hour. Product: [N+](=O)([O-])C1=C(C(=C2C(CC(O2)(C)NC(=O)N2CCN(CC2)C2=CC=C(C=C2)C2=CC=NN2)C1C)C)C ((±)-(5-nitro-2,4,6,7-tetramethyldihydrobenzofuran-2-yl)-[4-(4-1H-pyrazol-5-ylphenyl)-piperazin-1-yl]carboxamide). The yield is 90.6%. RXN SMILES: [NH:1]1[C:5]([C:6]2[CH:11]=[CH:10][C:9]([N:12]3[CH2:17][CH2:16][NH:15][CH2:14][CH2:13]3)=[CH:8][CH:7]=2)=[CH:4][CH:3]=[N:2]1.C[C:19]1([C:34](O)=O)[CH2:23][CH:22]2[CH:24]([CH3:33])[C:25]([N+:30]([O-:32])=[O:31])=[C:26]([CH3:29])[C:27]([CH3:28])=[C:21]2[O:20]1.Cl.C[N:39]([CH3:48])CCCN=C=NCC.Cl.[OH:50]N1C2C=CC=CC=2N=N1>O.C(N(CC)CC)C>[N+:30]([C:25]1[CH:24]([CH3:33])[CH:22]2[CH2:23][C:19]([NH:39][C:48]([N:15]3[CH2:16][CH2:17][N:12]([C:9]4[CH:8]=[CH:7][C:6]([C:5]5[NH:1][N:2]=[CH:3][CH:4]=5)=[CH:11][CH:10]=4)[CH2:13][CH2:14]3)=[O:50])([CH3:34])[O:20][C:21]2=[C:27]([CH3:28])[C:26]=1[CH3:29])([O-:32])=[O:31] |f:2.3,4.5|. Procedure: To 0.38 g of 1-(4-1H-pyrazol-5-ylphenyl)-piperazine and 0.4 g of 2,4,6,7-tetramethyl-5-nitrodihydrobenzofuran-2-carboxylic acid, 0.35 g of 1-(3-dimethylaminopropyl)-3-ethylcarbodiimide hydrochloride, 0.25 g of 1-hydroxybenzotriazole hydrochloride and 0.19 g of triethylamine were added, followed by stirring at room temperature for 24 hours. The reaction solution was poured into water and the precipitated crystal was removed by filtration and washed with water, and then the resulting crystal was d... Starting materials: ClC1=CC=C(C(=O)NN=C(C)C)C=C1 (1-p-chlorobenzoyl-2-isopropylidene hydrazine), CN=C=O (methyl isocyanate). The reagents and catalysts are CN(C)C (trimethylamine). Run in CC(=O)C (acetone). Reaction conditions: time 1 hour. The product is ClC1=CC=C(C(=O)N(N=C(C)C)C(NC)=O)C=C1 (1-p-chlorobenzoyl-1-methylcarbamoyl-2-isopropylidene hydrazine). Yield: 95.2%. Reaction SMILES: [Cl:1][C:2]1[CH:14]=[CH:13][C:5]([C:6]([NH:8][N:9]=[C:10]([CH3:12])[CH3:11])=[O:7])=[CH:4][CH:3]=1.[CH3:15][N:16]=[C:17]=[O:18]>CN(C)C.CC(C)=O>[Cl:1][C:2]1[CH:14]=[CH:13][C:5]([C:6]([N:8]([C:17](=[O:18])[NH:16][CH3:15])[N:9]=[C:10]([CH3:11])[CH3:12])=[O:7])=[CH:4][CH:3]=1. Procedure: 10.5 g of 1-p-chlorobenzoyl-2-isopropylidene hydrazine, 2.9 g of methyl isocyanate and 100 ml of acetone were placed in a 200 ml round-bottom flask, and 3 drops of trimethylamine were added thereto. The mixture was stirred at room temperature for one hour. The separated crystalline mass was recovered to obtain 12.7 g (95%) of 1-p-chlorobenzoyl-1-methylcarbamoyl-2-isopropylidene hydrazine as white crystals having a melting point of 119°-123° C. Reactants: Cl, C[N+](=O)[O-], CC(C)(C)OC(=O)C(N)C1NC(C(=O)OCc2ccccc2)C2(CCOCC2)S1. Product: Cl, NC(C(=O)O)C1NC(C(=O)OCc2ccccc2)C2(CCOCC2)S1. As a reaction SMILES: [ClH:1].[N+:31]([CH3:32])([O-:33])=[O:34].[NH2:2][CH:3]([C:4](=[O:5])[O:6][C:7]([CH3:8])([CH3:9])[CH3:10])[CH:11]1[S:12][C:13]2([CH:14]([C:16](=[O:17])[O:18][CH2:19][c:20]3[cH:21][cH:22][cH:23][cH:24][cH:25]3)[NH:15]1)[CH2:26][CH2:27][O:28][CH2:29][CH2:30]2>>[ClH:1].[NH2:2][CH:3]([C:4](=[O:5])[OH:6])[CH:11]1[S:12][C:13]2([CH:14]([C:16](=[O:17])[O:18][CH2:19][c:20]3[cH:21][cH:22][cH:23][cH:24][cH:25]3)[NH:15]1)[CH2:26][CH2:27][O:28][CH2:29][CH2:30]2. As a reaction SMILES: [CH3:1][O:2][c:3]1[cH:4][c:5]2[cH:6][c:7]([NH:16][c:17]3[n:18][nH:19][c:20]([CH3:22])[cH:21]3)[n:8][c:9]([OH:15])[c:10]2[c:11]([O:13][CH3:14])[cH:12]1.[P:23]([Cl:24])([Cl:25])([Cl:26])=[O:27]>>[CH3:1][O:2][c:3]1[cH:4][c:5]2[cH:6][c:7]([NH:16][c:17]3[n:18][nH:19][c:20]([CH3:22])[cH:21]3)[n:8][c:9]([Cl:25])[c:10]2[c:11]([O:13][CH3:14])[cH:12]1. Yields the product COc1cc(OC)c2c(Cl)nc(Nc3cc(C)[nH]n3)cc2c1. Starting materials: COc1cc(OC)c2c(O)nc(Nc3cc(C)[nH]n3)cc2c1, O=P(Cl)(Cl)Cl. Starting materials: C1(=CC=CC=C1)C1CC(CC(C1)=O)=O (5-phenylcyclohexane-1,3-dione), FC(C=1C=C(N)C=CC1)(F)F (3-(trifluoromethyl)-aniline), FC(S(=O)(=O)[O-])(F)F.[Yb+3].FC(S(=O)(=O)[O-])(F)F.FC(S(=O)(=O)[O-])(F)F (Ytterbium(III) trifluormethanesulfonate), CN(C=O)C (N,N-dimethylformamide). The solvent is O (water), CO (Methanol). Yields the product C1(=CC=CC=C1)C1CC(=CC(C1)=O)NC1=CC(=CC=C1)C(F)(F)F (5-Phenyl-3-(3-(trifluoromethyl)phenylamino)cyclohex-2-enone). RXN SMILES: [C:1]1([CH:7]2[CH2:12][C:11](=O)[CH2:10][C:9](=[O:14])[CH2:8]2)[CH:6]=[CH:5][CH:4]=[CH:3][CH:2]=1.[F:15][C:16]([F:25])([F:24])[C:17]1[CH:18]=[C:19]([CH:21]=[CH:22][CH:23]=1)[NH2:20].FC(F)(F)S([O-])(=O)=O.[Yb+3].FC(F)(F)S([O-])(=O)=O.FC(F)(F)S([O-])(=O)=O.CN(C)C=O>O.CO>[C:1]1([CH:7]2[CH2:8][C:9](=[O:14])[CH:10]=[C:11]([NH:20][C:19]3[CH:21]=[CH:22][CH:23]=[C:17]([C:16]([F:15])([F:24])[F:25])[CH:18]=3)[CH2:12]2)[CH:2]=[CH:3][CH:4]=[CH:5][CH:6]=1 |f:2.3.4.5|. Procedure: A mixture of 5-phenylcyclohexane-1,3-dione (1.51 g, 8.04 mmol), 3-(trifluoromethyl)-aniline (1.00 mL, 1.29 g, 8.04 mmol), Ytterbium(III) trifluormethanesulfonate (25 mg, 40 μmol, 0.5 mol %) and N,N-dimethylformamide (2.5 mL) is stirred at room temperature over night. Methanol and water are added and the mixture is filtered. The precipitate is dissolved in a mixture of N,N-dimethylformamide, methanol and some drops of aqueous ammonia. Water is added and the precipitate is filtered. Yield: 1.51 g;... Starting materials: C(=O)C1(CCC(CC1)C1=CC=C(C=C1)C1=CC=C(C=C1)CCCCC)CCC (4-(4-formyl-4-propylcyclohexyl)-4'-pentylbiphenyl), O.NN (hydrazine hydrate), [OH-].[K+] (potassium hydroxide). Solvent: C(COCCO)O (diethylene glycol). Reaction conditions: time 12 hour. The product is CC1(CCC(CC1)C1=CC=C(C=C1)C1=CC=C(C=C1)CCCCC)CCC (4-(4-methyl-4-propylcyclohexyl)-4'-pentylbiphenyl). RXN SMILES: [CH:1]([C:3]1([CH2:26][CH2:27][CH3:28])[CH2:8][CH2:7][CH:6]([C:9]2[CH:14]=[CH:13][C:12]([C:15]3[CH:20]=[CH:19][C:18]([CH2:21][CH2:22][CH2:23][CH2:24][CH3:25])=[CH:17][CH:16]=3)=[CH:11][CH:10]=2)[CH2:5][CH2:4]1)=O.O.NN.[OH-].[K+]>C(O)COCCO>[CH3:1][C:3]1([CH2:26][CH2:27][CH3:28])[CH2:4][CH2:5][CH:6]([C:9]2[CH:14]=[CH:13][C:12]([C:15]3[CH:16]=[CH:17][C:18]([CH2:21][CH2:22][CH2:23][CH2:24][CH3:25])=[CH:19][CH:20]=3)=[CH:11][CH:10]=2)[CH2:7][CH2:8]1 |f:1.2,3.4|. Procedure details: A mixture of 3.7 g (0.01 mole) of 4-(4-formyl-4-propylcyclohexyl)-4'-pentylbiphenyl (Example 2), 40 ml of diethylene glycol, 15 ml of 90% hydrazine hydrate and 5.5 g of potassium hydroxide is heated and the hydrazine and water are distilled off until the temperature has risen to about 230° C. The reaction mixture is then boiled for 12 hours and, when cold, 200 ml of water are subsequently added. After customary working up, 4-(4-methyl-4-propylcyclohexyl)-4'-pentylbiphenyl is obtained. The reactants are [BH4-], CO, [Na+], CCOC(=O)c1nc(C=Cc2ccccc2)ns1. Product: OCc1nc(C=Cc2ccccc2)ns1. Reaction SMILES: [BH4-:19].[CH3:21][OH:22].[Na+:20].[c:1]1([CH:7]=[CH:8][c:9]2[n:10][s:11][c:12]([C:14](=[O:15])[O:16][CH2:17][CH3:18])[n:13]2)[cH:2][cH:3][cH:4][cH:5][cH:6]1>>[c:1]1([CH:7]=[CH:8][c:9]2[n:10][s:11][c:12]([CH2:14][OH:15])[n:13]2)[cH:2][cH:3][cH:4][cH:5][cH:6]1. Starting materials: O (water), ClC1=C(OC2=CC=C(OC(CO)C)C=C2)C=CC(=C1)Cl (β-[4-(2,4-Dichlorophenoxy)phenoxy]propanol), N1=CC=CC=C1 (pyridine), S(=O)(Cl)Cl (thionyl chloride). The solvent is C(C)OCC (diethyl ether). Product: ClC1=C(OC2=CC=C(OC(CCl)C)C=C2)C=CC(=C1)Cl (β-[4-(2,4-Dichlorophenoxy)phenoxy]propyl Chloride). Isolated yield 78.7%. Reaction SMILES: [Cl:1][C:2]1[CH:19]=[C:18]([Cl:20])[CH:17]=[CH:16][C:3]=1[O:4][C:5]1[CH:15]=[CH:14][C:8]([O:9][CH:10]([CH3:13])[CH2:11]O)=[CH:7][CH:6]=1.N1C=CC=CC=1.S(Cl)([Cl:29])=O.O>C(OCC)C>[Cl:1][C:2]1[CH:19]=[C:18]([Cl:20])[CH:17]=[CH:16][C:3]=1[O:4][C:5]1[CH:15]=[CH:14][C:8]([O:9][CH:10]([CH3:13])[CH2:11][Cl:29])=[CH:7][CH:6]=1. Reported procedure: 3.0 g of β-[4-(2,4-Dichlorophenoxy)phenoxy]propanol and 1.1 g of pyridine were dissolved in 50 ml of anhydrous diethyl ether, and 1.5 g of thionyl chloride was added dropwise to the solution while cooling. The mixture was then heated for 1 hour while refluxing. The reaction mixture was poured into an appropriate amount of water, and the mixture was extracted with diethyl ether. The extract was washed with water and dried over anhydrous sodium sulfate. The ether was removed by distillation and th...